This data is from the Open Reaction Database (ORD), a public repository of structured organic reaction records. The task is: describe an organic reaction: reactants, conditions, products, and yield The reactants are C=Cc1ccccc1, CCOC(C)=O, CC(C)O, Cl, COc1ccc2c(c1)CC(N)CC2. Yields the product Cl, COc1ccc2c(c1)CC(NCC(O)c1ccccc1)CC2. RXN SMILES: [CH2:14]=[CH:15][c:16]1[cH:17][cH:18][cH:19][cH:20][cH:21]1.[CH3:22][CH2:23][O:24][C:25](=[O:26])[CH3:27].[CH:29]([OH:30])([CH3:31])[CH3:32].[ClH:28].[NH2:1][CH:2]1[CH2:3][c:4]2[cH:5][c:6]([O:12][CH3:13])[cH:7][cH:8][c:9]2[CH2:10][CH2:11]1>>[ClH:28].[NH:1]([CH:2]1[CH2:3][c:4]2[cH:5][c:6]([O:12][CH3:13])[cH:7][cH:8][c:9]2[CH2:10][CH2:11]1)[CH2:14][CH:15]([c:16]1[cH:17][cH:18][cH:19][cH:20][cH:21]1)[OH:24].